Dataset: the Open Reaction Database (ORD), a public repository of structured organic reaction records. Task: describe an organic reaction: reactants, conditions, products, and yield Reactants: [Al+3], CCOCC, CCOC(=O)C=Cc1ccc(OC)c(OC)c1, [H-], [H-], [H-], [H-], [Li+], [Na+], [OH-], O. The product is COc1ccc(C=CCO)cc1OC. RXN SMILES: [Al+3:2].[CH3:27][CH2:28][O:29][CH2:30][CH3:31].[CH3:7][O:8][c:9]1[cH:10][c:11]([CH:12]=[CH:13][C:14](=[O:15])[O:16][CH2:17][CH3:18])[cH:19][cH:20][c:21]1[O:22][CH3:23].[H-:1].[H-:4].[H-:5].[H-:6].[Li+:3].[Na+:26].[OH-:25].[OH2:24]>>[CH3:7][O:8][c:9]1[cH:10][c:11]([CH:12]=[CH:13][CH2:14][OH:15])[cH:19][cH:20][c:21]1[O:22][CH3:23].